This data is from the Open Reaction Database (ORD), a public repository of structured organic reaction records. The task is: describe an organic reaction: reactants, conditions, products, and yield Starting materials: Cc1ccc(S(=O)(=O)n2cc(CCN3C(=O)c4ccccc4C3=O)c3cc(OS(=O)(=O)C(F)(F)F)ccc32)cc1, CCOC(C)=O, [Cl-], [Li+], [Na+], [Na+], O=C([O-])[O-], [Pd], c1ccc(P(c2ccccc2)c2ccccc2)cc1, c1ccc(P(c2ccccc2)c2ccccc2)cc1, c1ccc(P(c2ccccc2)c2ccccc2)cc1, c1ccc(P(c2ccccc2)c2ccccc2)cc1, OB(O)c1cccs1. Yields the product Cc1ccc(S(=O)(=O)n2cc(CCN3C(=O)c4ccccc4C3=O)c3cc(-c4cccs4)ccc32)cc1. Reaction SMILES: [C:1]1(=[O:40])[c:2]2[c:3]([cH:36][cH:37][cH:38][cH:39]2)[C:4](=[O:35])[N:5]1[CH2:6][CH2:7][c:8]1[cH:9][n:10]([S:25](=[O:26])(=[O:27])[c:28]2[cH:29][cH:30][c:31]([CH3:34])[cH:32][cH:33]2)[c:11]2[cH:12][cH:13][c:14]([O:17][S:18]([C:19]([F:20])([F:21])[F:22])(=[O:23])=[O:24])[cH:15][c:16]12.[CH3:134][CH2:135][O:136][C:137](=[O:138])[CH3:139].[Cl-:42].[Li+:41].[Na+:51].[Na+:52].[O-:53][C:54](=[O:55])[O-:56].[Pd:57].[c:115]1([P:116]([c:117]2[cH:118][cH:119][cH:120][cH:121][cH:122]2)[c:123]2[cH:124][cH:125][cH:126][cH:127][cH:128]2)[cH:129][cH:130][cH:131][cH:132][cH:133]1.[c:58]1([P:59]([c:60]2[cH:61][cH:62][cH:63][cH:64][cH:65]2)[c:66]2[cH:67][cH:68][cH:69][cH:70][cH:71]2)[cH:72][cH:73][cH:74][cH:75][cH:76]1.[c:77]1([P:78]([c:79]2[cH:80][cH:81][cH:82][cH:83][cH:84]2)[c:85]2[cH:86][cH:87][cH:88][cH:89][cH:90]2)[cH:91][cH:92][cH:93][cH:94][cH:95]1.[c:96]1([P:97]([c:98]2[cH:99][cH:100][cH:101][cH:102][cH:103]2)[c:104]2[cH:105][cH:106][cH:107][cH:108][cH:109]2)[cH:110][cH:111][cH:112][cH:113][cH:114]1.[s:43]1[c:44]([B:48]([OH:49])[OH:50])[cH:45][cH:46][cH:47]1>>[C:1]1(=[O:40])[c:2]2[c:3]([cH:36][cH:37][cH:38][cH:39]2)[C:4](=[O:35])[N:5]1[CH2:6][CH2:7][c:8]1[cH:9][n:10]([S:25](=[O:26])(=[O:27])[c:28]2[cH:29][cH:30][c:31]([CH3:34])[cH:32][cH:33]2)[c:11]2[cH:12][cH:13][c:14](-[c:44]3[s:43][cH:47][cH:46][cH:45]3)[cH:15][c:16]12. The reactants are resultant mixture, resultant mixture, Cl (hydrochloric acid), FC(CO)(F)F (2,2,2-trifluoroethanol), [H-].[Na+] (sodium hydride), ClC1=CC=C(S1)C(=O)OCC (ethyl 5-chlorothiophene-2-carboxylate). Run in C(C)(=O)OCC (ethyl acetate), O (water), CN(C=O)C (N,N-dimethylformamide). Conditions: time 4 hour. The product is FC(COC1=CC=C(S1)C(=O)OCC)(F)F (Ethyl 5-(2,2,2-trifluoroethoxy)thiophene-2-carboxylate). The yield is 18.3%. Reaction SMILES: [F:1][C:2]([F:6])([F:5])[CH2:3][OH:4].[H-].[Na+].Cl[C:10]1[S:14][C:13]([C:15]([O:17][CH2:18][CH3:19])=[O:16])=[CH:12][CH:11]=1.Cl>C(OCC)(=O)C.O.CN(C)C=O>[F:1][C:2]([F:6])([F:5])[CH2:3][O:4][C:10]1[S:14][C:13]([C:15]([O:17][CH2:18][CH3:19])=[O:16])=[CH:12][CH:11]=1 |f:1.2|. Procedure details: To an N,N-dimethylformamide solution (30 mL) of 2,2,2-trifluoroethanol (1.50 g, 15.0 mmol), sodium hydride (655 mg, 15.0 mmol) and ethyl 5-chlorothiophene-2-carboxylate (1.91 g, 10.0 mmol) were added and the resultant mixture was stirred at 65° C. for 6 hours, at room temperature for 15.5 hours, and at 65° C. for 4 hours. After completion of the reaction, water and 1 M hydrochloric acid were added to the reaction solution and extraction from the resultant mixture with ethyl acetate was performed... Reactants: O.NC1CCN(CC1)CCC1=CNC2=CC=CC=C12 (3[2-(4-amino-1-piperidyl)ethyl]indole monohydrate), C1(=CC=C(C=C1)S(=O)(=O)Cl)C (p-toluenesulphonyl chloride). Product: C1(=CC=C(C=C1)S(=O)(=O)NC1CCN(CC1)CCC1=CNC2=CC=CC=C12)C (3-[2-(4-p-Toluenesulphonamido-1-piperidyl)ethyl]indole). RXN SMILES: O.[NH2:2][CH:3]1[CH2:8][CH2:7][N:6]([CH2:9][CH2:10][C:11]2[C:19]3[C:14](=[CH:15][CH:16]=[CH:17][CH:18]=3)[NH:13][CH:12]=2)[CH2:5][CH2:4]1.[C:20]1([CH3:30])[CH:25]=[CH:24][C:23]([S:26](Cl)(=[O:28])=[O:27])=[CH:22][CH:21]=1>>[C:20]1([CH3:30])[CH:25]=[CH:24][C:23]([S:26]([NH:2][CH:3]2[CH2:8][CH2:7][N:6]([CH2:9][CH2:10][C:11]3[C:19]4[C:14](=[CH:15][CH:16]=[CH:17][CH:18]=4)[NH:13][CH:12]=3)[CH2:5][CH2:4]2)(=[O:28])=[O:27])=[CH:22][CH:21]=1 |f:0.1|. Reported procedure: Using an analogous procedure to Example 1 3[2-(4-amino-1-piperidyl)ethyl]indole monohydrate may be reacted with p-toluenesulphonyl chloride to give the title compound. Reactants: Br, NCC(CBr)C1C2CC3CC(C2)CC1C3, [Na+], [Na+], O, O=S([O-])[O-]. The product is NCC(CS(=O)(=O)O)C1C2CC3CC(C2)CC1C3. As a reaction SMILES: [BrH:16].[CH:1]12[CH:2]([CH:11]([CH2:12][NH2:13])[CH2:14][Br:15])[CH:3]3[CH2:4][CH:5]([CH2:6][CH:7]([CH2:8]1)[CH2:9]3)[CH2:10]2.[Na+:21].[Na+:22].[OH2:23].[S:17](=[O:18])([O-:19])[O-:20]>>[CH:1]12[CH:2]([CH:11]([CH2:12][NH2:13])[CH2:14][S:17](=[O:18])(=[O:19])[OH:20])[CH:3]3[CH2:4][CH:5]([CH2:6][CH:7]([CH2:8]1)[CH2:9]3)[CH2:10]2. Starting materials: CCN=C=NCCCN(C)C, CN(C)C=O, Cl, Nc1ccc2ncccc2c1, O, O, On1nnc2ccccc21, O=C(O)CCc1cnoc1-c1ccccc1. The product is O=C(CCc1cnoc1-c1ccccc1)Nc1ccc2ncccc2c1. RXN SMILES: [CH2:40]([N:41]=[C:42]=[N:43][CH2:44][CH2:45][CH2:46][N:47]([CH3:48])[CH3:49])[CH3:50].[CH3:52][N:53]([CH3:54])[CH:55]=[O:56].[ClH:39].[NH2:1][c:2]1[cH:3][c:4]2[cH:5][cH:6][cH:7][n:8][c:9]2[cH:10][cH:11]1.[OH2:28].[OH2:51].[OH:29][n:30]1[c:31]2[cH:32][cH:33][cH:34][cH:35][c:36]2[n:37][n:38]1.[c:12]1(-[c:18]2[c:19]([CH2:23][CH2:24][C:25](=[O:26])[OH:27])[cH:20][n:21][o:22]2)[cH:13][cH:14][cH:15][cH:16][cH:17]1>>[NH:1]([c:2]1[cH:3][c:4]2[cH:5][cH:6][cH:7][n:8][c:9]2[cH:10][cH:11]1)[C:25]([CH2:24][CH2:23][c:19]1[c:18](-[c:12]2[cH:13][cH:14][cH:15][cH:16][cH:17]2)[o:22][n:21][cH:20]1)=[O:26]. Starting materials: C1(CCCCC1)C(=O)NN (cyclohexanecarboxylic acid hydrazide), ClC(C=O)(Cl)Cl (trichloroacetaldehyde). The solvent is C1=CC=CC=C1 (benzene). Conditions: temperature 5 celsius, time 3 hour. The product is ClC(C=NNC(=O)C1CCCCC1)(Cl)Cl (Cyclohexanecarboxylic acid (2,2,2-trichloroethylidene)hydrazide), hydrazide. RXN SMILES: [CH:1]1([C:7]([NH:9][NH2:10])=[O:8])[CH2:6][CH2:5][CH2:4][CH2:3][CH2:2]1.[Cl:11][C:12]([Cl:16])([Cl:15])[CH:13]=O>C1C=CC=CC=1>[Cl:11][C:12]([Cl:16])([Cl:15])[CH:13]=[N:10][NH:9][C:7]([CH:1]1[CH2:6][CH2:5][CH2:4][CH2:3][CH2:2]1)=[O:8]. Procedure details: Cyclohexanecarboxylic acid (2,2,2-trichloroethylidene)hydrazide was prepared by refluxing a solution containing 23.0 grams (0.162 mol) of cyclohexanecarboxylic acid hydrazide and 44.2 grams (0.3 mol) of trichloroacetaldehyde in 300 ml milliliters of benzene. Water was removed as formed. After 3 hours, the reaction mixture was concentrated to a volume of 100 milliliters, diluted with 500 milliliters of hexane, chilled to 5° C., and filtered to yield 34 grams of the desired hydrazide as a white so...